The task is: describe an organic reaction: reactants, conditions, products, and yield. This data is from the Open Reaction Database (ORD), a public repository of structured organic reaction records. The reactants are C1OCC2=C1C=CC=C2N (1,3-dihydrobenzo[c]furan-4-amine), diazonium salt, N(=O)[O-].[Na+] (sodium nitrite), Cl (hydrochloric acid), Cl (hydrochloric acid), S(=O)=O (sulfur dioxide), N(=O)[O-].[Na+] (sodium nitrite). Reagents/catalysts: O.O.[Cu](Cl)Cl (copper (II) chloride dihydrate). Solvent: O (water), O (water), C(C)(=O)O (acetic acid), C(C)(=O)O (acetic acid). Reaction conditions: time 1 hour. Product: C1OCC2=C1C=CC=C2S(=O)(=O)Cl (1,3-dihydrobenzo[c]furan-4-sulfonyl chloride). RXN SMILES: [CH2:1]1[C:5]2[CH:6]=[CH:7][CH:8]=[C:9](N)[C:4]=2[CH2:3][O:2]1.N([O-])=O.[Na+].[S:15](=[O:17])=[O:16].[ClH:18]>C(O)(=O)C.O.O.O.[Cu](Cl)Cl>[CH2:1]1[C:5]2[CH:6]=[CH:7][CH:8]=[C:9]([S:15]([Cl:18])(=[O:17])=[O:16])[C:4]=2[CH2:3][O:2]1 |f:1.2,7.8.9|. Reported procedure: A suspension of 22.1 g of the crude hydrochloride salt prepared in Example 2 in a mixture of 30 ml of concentrated hydrochloric acid and 30 ml acetic acid was cooled to 0°-5°. A solution of 6.2 g of sodium nitrite in 15 ml water was added dropwise at 0°-5°. The thick suspension was diluted with 19 ml of concentrated hydrochloric acid to facilitate stirring and 1.0 g of sodium nitrite was added; stirring was continued for 1 hour. The suspension of the diazonium salt was added portionwise at 0°-5°... Starting materials: N12CCCCCC2=NCCC1 (1,8-diazabicyclo[5,4,0]undec-7-ene), FC(C1=CC(=NC=C1)C=1NOC(N1)=O)(F)F (3-(4-trifluoromethylpyridin-2-yl)-1,2,4-oxadiazol-5-one), N1(CCCC1)C(=O)Cl (1-pyrrolidinecarbonyl chloride). The solvent is N1=CC=CC=C1 (pyridine). Reaction conditions: time 15 hour. Yields the product N1(CCCC1)C(=O)N1C(=NOC1=O)C1=NC=CC(=C1)C(F)(F)F (4-(1-pyrrolidinecarbonyl)-3-(4-trifluoromethylpyridin-2-yl)-1,2,4-oxadiazol-5-one). Isolated yield 63.4%. Reaction SMILES: N12CCCN=C1CCCCC2.[F:12][C:13]([F:27])([F:26])[C:14]1[CH:19]=[CH:18][N:17]=[C:16]([C:20]2[NH:21][O:22][C:23](=[O:25])[N:24]=2)[CH:15]=1.[N:28]1([C:33](Cl)=[O:34])[CH2:32][CH2:31][CH2:30][CH2:29]1>N1C=CC=CC=1>[N:28]1([C:33]([N:24]2[C:23](=[O:25])[O:22][N:21]=[C:20]2[C:16]2[CH:15]=[C:14]([C:13]([F:12])([F:26])[F:27])[CH:19]=[CH:18][N:17]=2)=[O:34])[CH2:32][CH2:31][CH2:30][CH2:29]1. Reported procedure: To 1 ml of pyridine were added 0.3 g of 1,8-diazabicyclo[5,4,0]undec-7-ene, and 0.3 g of 3-(4-trifluoromethylpyridin-2-yl)-1,2,4-oxadiazol-5-one, and 0.26 g of 1-pyrrolidinecarbonyl chloride was added at room temperature. After stirring for 15 hours, the resultant solution was concentrated, and the residue was subjected to silica gel column chromatography to obtain 0.27 g of 4-(1-pyrrolidinecarbonyl)-3-(4-trifluoromethylpyridin-2-yl)-1,2,4-oxadiazol-5-one (present compound (15)). The reactants are C(C1=CC=CC=C1)(=O)OC1C(N(C2=CC=CC=C12)CCC)=O (2-oxo-1-propylindolin-3-yl benzoate), ClC=1C=C2C(C(N(C2=CC1)CCCN1CCOCC1)=O)=O (5-chloro-1-(3-morpholinopropyl)indoline-2,3-dione). Product: C(C1=CC=CC=C1)(=O)OC1C(N(C2=CC=C(C=C12)Cl)CCCN1CCOCC1)=O (5-chloro-1-(3-morpholinopropyl)-2-oxoindolin-3-yl benzoate). As a reaction SMILES: [C:1](OC1C2C(=CC=CC=2)N(CCC)C1=O)(=[O:8])[C:2]1[CH:7]=[CH:6][CH:5]=[CH:4][CH:3]=1.[Cl:23][C:24]1[CH:25]=[C:26]2[C:30](=[CH:31][CH:32]=1)[N:29]([CH2:33][CH2:34][CH2:35][N:36]1[CH2:41][CH2:40][O:39][CH2:38][CH2:37]1)[C:28](=[O:42])[C:27]2=[O:43]>>[C:1]([O:43][CH:27]1[C:26]2[C:30](=[CH:31][CH:32]=[C:24]([Cl:23])[CH:25]=2)[N:29]([CH2:33][CH2:34][CH2:35][N:36]2[CH2:37][CH2:38][O:39][CH2:40][CH2:41]2)[C:28]1=[O:42])(=[O:8])[C:2]1[CH:7]=[CH:6][CH:5]=[CH:4][CH:3]=1. Reported procedure: This compound was prepared in a similar way to 2-oxo-1-propylindolin-3-yl benzoate from 5-chloro-1-(3-morpholinopropyl)indoline-2,3-dione. 1H-NMR δ 8.07 (dd, 2H), 7.63 (dd, 1H), 7.53 (dd, 2H), 7.42 (s, 1H), 7.33 (dd, 1H), 7.6.92 (d, 1H), 6.09 (s, 1H), 3.84 (m, 2H), 3.76 (m, 4H), 2.50 (m, 6H), 1.97 (m, 2H). Reactants: BrC1=CC=C(C=N1)C(=O)N1CCN(CC1)C1=NC=C(C=C1C)C ((6-bromopyridin-3-yl)[4-(3,5-dimethylpyridin-2-yl)piperazin-1-yl]methanone), COC1=CC=C(CN2C(NC(C2)C)=O)C=C1 (1-(4-methoxybenzyl)-4-methylimidazolidin-2-one). Yields the product CC=1C(=NC=C(C1)C)N1CCN(CC1)C(=O)C=1C=CC(=NC1)N1C(N(CC1C)CC1=CC=C(C=C1)OC)=O (3-{5-[4-(3,5-dimethylpyridin-2-yl)piperazine-1-carbonyl]pyridin-2-yl}-1-(4-methoxybenzyl)-4-methylimidazolidin-2-one). The yield is 64.2%. As a reaction SMILES: Br[C:2]1[N:7]=[CH:6][C:5]([C:8]([N:10]2[CH2:15][CH2:14][N:13]([C:16]3[C:21]([CH3:22])=[CH:20][C:19]([CH3:23])=[CH:18][N:17]=3)[CH2:12][CH2:11]2)=[O:9])=[CH:4][CH:3]=1.[CH3:24][O:25][C:26]1[CH:39]=[CH:38][C:29]([CH2:30][N:31]2[CH2:35][CH:34]([CH3:36])[NH:33][C:32]2=[O:37])=[CH:28][CH:27]=1>>[CH3:22][C:21]1[C:16]([N:13]2[CH2:14][CH2:15][N:10]([C:8]([C:5]3[CH:4]=[CH:3][C:2]([N:33]4[CH:34]([CH3:36])[CH2:35][N:31]([CH2:30][C:29]5[CH:38]=[CH:39][C:26]([O:25][CH3:24])=[CH:27][CH:28]=5)[C:32]4=[O:37])=[N:7][CH:6]=3)=[O:9])[CH2:11][CH2:12]2)=[N:17][CH:18]=[C:19]([CH3:23])[CH:20]=1. Reported procedure: Using (6-bromopyridin-3-yl)[4-(3,5-dimethylpyridin-2-yl)piperazin-1-yl]methanone (150 mg) described in Preparation Example 127 and 1-(4-methoxybenzyl)-4-methylimidazolidin-2-one (106 mg) described in Preparation Example 52 and by the reaction and treatment in the same manner as in Example 1, 3-{5-[4-(3,5-dimethylpyridin-2-yl)piperazine-1-carbonyl]pyridin-2-yl}-1-(4-methoxybenzyl)-4-methylimidazolidin-2-one (132 mg) was obtained. The obtained 3-{5-[4-(3,5-dimethylpyridin-2-yl)piperazine-1-carbony... The reactants are BrCC(=O)ON1C(CCC1=O)=O (2,5-dioxopyrrolidin-1-yl 2-bromoacetate), N[C@H](C(=O)O)CS ((R)-2-amino-3-mercaptopropanoic acid), N=1C=CN2C1C=C(C=C2)CNC(=O)C=2SC(=CC2)C=2C=NN(C2)CC2(CCNCC2)C (N-(imidazo[1,2-a]pyridin-7-ylmethyl)-5-{1-[(4-methylpiperidin-4-yl)methyl]-1H-pyrazol-4-yl}thiophene-2-carboxamide), CN1CCOCC1 (4-methylmorpholine). Reagents/catalysts: C(=O)(C(F)(F)F)O (TFA). Solvent: C(C)(C)N(C(C)C)CC (N,N-diisopropylethylamine), O (water), C(C)(C)N(C(C)C)CC (N,N-diisopropylethylamine). Run at time 1 hour. Product: N=1C=CN2C1C=C(C=C2)CNC(=O)C2=CC=C(S2)C=2C=NN(C2)CC2(CCN(CC2)C(CSC[C@H](N)C(=O)O)=O)C (S-(2-{4-[(4-{5-[(imidazo[1,2-a]pyridin-7-ylmethyl)carbamoyl]thiophen-2-yl}-1H-pyrazol-1-yl)methyl]-4-methylpiperidin-1-yl}-2-oxoethyl)-L-cysteine). As a reaction SMILES: [N:1]1[CH:2]=[CH:3][N:4]2[CH:9]=[CH:8][C:7]([CH2:10][NH:11][C:12]([C:14]3[S:15][C:16]([C:19]4[CH:20]=[N:21][N:22]([CH2:24][C:25]5([CH3:31])[CH2:30][CH2:29][NH:28][CH2:27][CH2:26]5)[CH:23]=4)=[CH:17][CH:18]=3)=[O:13])=[CH:6][C:5]=12.CN1CC[O:36][CH2:35][CH2:34]1.BrCC(ON1C(=O)CCC1=O)=O.[NH2:51][C@@H:52]([CH2:56][SH:57])[C:53]([OH:55])=[O:54]>C(N(CC)C(C)C)(C)C.O.C(O)(C(F)(F)F)=O>[N:1]1[CH:2]=[CH:3][N:4]2[CH:9]=[CH:8][C:7]([CH2:10][NH:11][C:12]([C:14]3[S:15][C:16]([C:19]4[CH:20]=[N:21][N:22]([CH2:24][C:25]5([CH3:31])[CH2:30][CH2:29][N:28]([C:35](=[O:36])[CH2:34][S:57][CH2:56][C@@H:52]([C:53]([OH:55])=[O:54])[NH2:51])[CH2:27][CH2:26]5)[CH:23]=4)=[CH:17][CH:18]=3)=[O:13])=[CH:6][C:5]=12. Procedure details: A suspension of N-(imidazo[1,2-a]pyridin-7-ylmethyl)-5-{1-[(4-methylpiperidin-4-yl)methyl]-1H-pyrazol-4-yl}thiophene-2-carboxamide (0.100 g, 0.197 mmol) and 4-methylmorpholine (0.108 ml, 0.985 mmol) in N,N-diisopropylethylamine (0.5 ml) was added to 2,5-dioxopyrrolidin-1-yl 2-bromoacetate (0.056 g, 0.236 mmol) in N,N-diisopropylethylamine (0.5 ml) and stirred at room temperature. After 1 hour, (R)-2-amino-3-mercaptopropanoic acid (0.119 g, 0.985 mmol) as a solution in water (1 ml) was added. Aft...